Dataset: the Open Reaction Database (ORD), a public repository of structured organic reaction records. Task: describe an organic reaction: reactants, conditions, products, and yield Reactants: CCOC(=O)CBr, O=C([O-])[O-], CC(C)=O, [K+], [K+], Oc1cccc(C=Cc2nc3ccccc3s2)c1. Yields the product CCOC(=O)COc1cccc(C=Cc2nc3ccccc3s2)c1. Reaction SMILES: [Br:19][CH2:20][C:21](=[O:22])[O:23][CH2:24][CH3:25].[C:26](=[O:27])([O-:28])[O-:29].[CH3:32][C:33](=[O:34])[CH3:35].[K+:30].[K+:31].[OH:1][c:2]1[cH:3][c:4]([CH:5]=[CH:6][c:7]2[s:8][c:9]3[c:10]([n:11]2)[cH:12][cH:13][cH:14][cH:15]3)[cH:16][cH:17][cH:18]1>>[O:1]([c:2]1[cH:3][c:4]([CH:5]=[CH:6][c:7]2[s:8][c:9]3[c:10]([n:11]2)[cH:12][cH:13][cH:14][cH:15]3)[cH:16][cH:17][cH:18]1)[CH2:20][C:21](=[O:22])[O:23][CH2:24][CH3:25]. Starting materials: NCC1=CC=C(CC2=C(C(=O)OC)C=CC=C2)C=C1 (Methyl 2-(4-aminomethylbenzyl)benzoate), [OH-].[K+] (KOH). Solvent: CO (methanol). Product: NCC1=CC=C(CC2=C(C(=O)O)C=CC=C2)C=C1 (2-(4-Aminomethylbenzyl)benzoic acid). Yield: 53.9%. Reaction SMILES: [NH2:1][CH2:2][C:3]1[CH:19]=[CH:18][C:6]([CH2:7][C:8]2[CH:17]=[CH:16][CH:15]=[CH:14][C:9]=2[C:10]([O:12]C)=[O:11])=[CH:5][CH:4]=1.[OH-].[K+]>CO>[NH2:1][CH2:2][C:3]1[CH:19]=[CH:18][C:6]([CH2:7][C:8]2[CH:17]=[CH:16][CH:15]=[CH:14][C:9]=2[C:10]([OH:12])=[O:11])=[CH:5][CH:4]=1 |f:1.2|. Procedure: Methyl 2-(4-aminomethylbenzyl)benzoate (2.41 g, 0.01 moles) is dissolved in 50 mL methanol and 10 mL of 50% KOH is added. The mixture is heated at reflux for 6 hours, concentrated in vacuo and then acidified to yield 1.3 g (57%) of title compound as a precipitate. Mass Spec (DCI) m/z 228. Further purification is achieved by forming the HCI salt in isopropanol/saturated with HCI gas. Starting materials: ClC1=C(CNCCC2=CC(=C(C=C2)OC)OC)C=CC=C1 (N-(2-chlorobenzyl)-2-(3,4-dimethoxy-phenyl)-ethylamine), ClC(C(O)O)(Cl)Cl (chloral hydrate). Run in C(C)(=O)OCC (ethyl acetate). Run at temperature 120 celsius. Product: C(=O)N(CC1=C(C=CC=C1)Cl)CCC1=CC(=C(C=C1)OC)OC (N-Formyl-N(2-chlorobenzyl)-2(3,4-dimethoxyphenyl)-ethylamine). RXN SMILES: [Cl:1][C:2]1[CH:21]=[CH:20][CH:19]=[CH:18][C:3]=1[CH2:4][NH:5][CH2:6][CH2:7][C:8]1[CH:13]=[CH:12][C:11]([O:14][CH3:15])=[C:10]([O:16][CH3:17])[CH:9]=1.ClC(Cl)(Cl)[CH:24](O)[OH:25]>C(OCC)(=O)C>[CH:24]([N:5]([CH2:6][CH2:7][C:8]1[CH:13]=[CH:12][C:11]([O:14][CH3:15])=[C:10]([O:16][CH3:17])[CH:9]=1)[CH2:4][C:3]1[CH:18]=[CH:19][CH:20]=[CH:21][C:2]=1[Cl:1])=[O:25]. Procedure: N-(2-chlorobenzyl)-2-(3,4-dimethoxy-phenyl)-ethylamine (88.4 g, 0.29 mol) is mixed with chloral hydrate (52.5 g, 0.34 mol) and heated (120° C.) for 30 minutes. After cooling, ethyl acetate is added and the mixture is washed with water, dried and evaporated. Yield: 103 g. The reactants are CN1CCN(CC1)CCC=1C=CC=2N(C1)C(=CN2)C(=O)OC (methyl 6-(2-(4-methylpiperazin-1-yl)ethyl)imidazo[1,2-a]pyridine-3-carboxylate), [Li+].[OH-] (LiOH), Cl (HCl). Run in C1CCOC1.CO (THF MeOH). Conditions: temperature 60 celsius. Product: CN1CCN(CC1)CCC=1C=CC=2N(C1)C(=CN2)C(=O)O (6-(2(4-methylpiperazin-1-yl)ethyl)imidazo[1,2-a]pyridine-3-carboxylic acid). Reaction SMILES: [CH3:1][N:2]1[CH2:7][CH2:6][N:5]([CH2:8][CH2:9][C:10]2[CH:11]=[CH:12][C:13]3[N:14]([C:16]([C:19]([O:21]C)=[O:20])=[CH:17][N:18]=3)[CH:15]=2)[CH2:4][CH2:3]1.[Li+].[OH-].Cl>C1COCC1.CO>[CH3:1][N:2]1[CH2:3][CH2:4][N:5]([CH2:8][CH2:9][C:10]2[CH:11]=[CH:12][C:13]3[N:14]([C:16]([C:19]([OH:21])=[O:20])=[CH:17][N:18]=3)[CH:15]=2)[CH2:6][CH2:7]1 |f:1.2,4.5|. Procedure details: To a stirring solution of methyl 6-(2-(4-methylpiperazin-1-yl)ethyl)imidazo[1,2-a]pyridine-3-carboxylate (113) (215 mg, 0.68 mmol) in THF:MeOH (4:1, 4 mL) was added 2N LiOH (3 mL). The reaction was heated at 60° C. for 45 minutes. The pH was adjusted between 4-5 with 1N HCl and concentrated. The crude product was purified by preparative HPLC to afford 6-(2-(4-methylpiperazin-1-yl)ethyl)imidazo[1,2-a]pyridine-3-carboxylic acid (114). 1H NMR (400 MHz, d6-DMSO) δ 9.25 (s, 1H), 8.35 (s, 1H), 7.83 (d... Starting materials: N#N.C(C)OC(CN(CC1CCCO1)C([C@@H](NS(=O)(=O)C1=CC=2SC3=CC=CC=C3OC2C=C1)CCCNC(N)=N)=O)=O (N2 (2-phenoxathiinylsulfonyl)-L-arginyl-N-tetrahydrofurfurylglycine ethyl ester), [OH-].[Na+] (NaOH). Run in CO (methanol). Reaction conditions: time 10 hour. Yields the product N#N.C1=C(C=CC=2OC3=CC=CC=C3SC12)S(=O)(=O)N[C@@H](CCCNC(N)=N)C(=O)N(CC(=O)O)CC1CCCO1 (N2 (2-phenoxathiinylsulfonyl)-L-arginyl-N-tetrahydrofurfurylglycine). Isolated yield 69.8%. As a reaction SMILES: [N:1]#[N:2].C([O:5][C:6](=[O:43])[CH2:7][N:8]([C:15](=[O:42])[C@H:16]([CH2:35][CH2:36][CH2:37][NH:38][C:39](=[NH:41])[NH2:40])[NH:17][S:18]([C:21]1[CH:34]=[CH:33][C:32]2[O:31][C:30]3[C:25](=[CH:26][CH:27]=[CH:28][CH:29]=3)[S:24][C:23]=2[CH:22]=1)(=[O:20])=[O:19])[CH2:9][CH:10]1[O:14][CH2:13][CH2:12][CH2:11]1)C.[OH-].[Na+]>CO>[N:1]#[N:2].[CH:22]1[C:23]2[S:24][C:25]3[C:30](=[CH:29][CH:28]=[CH:27][CH:26]=3)[O:31][C:32]=2[CH:33]=[CH:34][C:21]=1[S:18]([NH:17][C@H:16]([C:15]([N:8]([CH2:9][CH:10]1[O:14][CH2:13][CH2:12][CH2:11]1)[CH2:7][C:6]([OH:43])=[O:5])=[O:42])[CH2:35][CH2:36][CH2:37][NH:38][C:39](=[NH:40])[NH2:41])(=[O:19])=[O:20] |f:0.1,2.3,5.6|. Procedure details: A solution of 4.8 g of N2 -(2-phenoxathiinylsulfonyl)-L-arginyl-N-tetrahydrofurfurylglycine ethyl ester in 15 ml of methanol and 15 ml of 2N-NaOH solution was warmed to 40° C. and held at that temperature for 10 hours. At the end of this period, the reaction mixture was concentrated and chromatographed on 200 ml of Daiaion® SK 102 ion exchange resin (200-300 mesh, H+ form, manufactured by Mitsubishi Chemical Industries Limited) packed in water, washed with ethanol-water (1:4) and eluted with eth... Reactants: C(=O)(OC(C)(C)C)N1CCNCC1 (N-Boc-piperazine), FC1=C(C#N)C(=CC=C1)Cl (2-fluoro-6-chlorobenzonitrile), C([O-])([O-])=O.[K+].[K+] (potassium carbonate). The solvent is CS(=O)C (DMSO), C(C)OCC (diethyl ether). Run at temperature 80 celsius, time 48 hour. The product is C(=O)(OC(C)(C)C)N1CCN(CC1)C1=C(C(=CC=C1)Cl)C#N (1-Boc-4-(3-Chloro-2-cyano-phenyl)-piperazine). Yield: 77.7%. Reaction SMILES: [C:1]([N:8]1[CH2:13][CH2:12][NH:11][CH2:10][CH2:9]1)([O:3][C:4]([CH3:7])([CH3:6])[CH3:5])=[O:2].F[C:15]1[CH:22]=[CH:21][CH:20]=[C:19]([Cl:23])[C:16]=1[C:17]#[N:18].C(=O)([O-])[O-].[K+].[K+]>CS(C)=O.C(OCC)C>[C:1]([N:8]1[CH2:9][CH2:10][N:11]([C:15]2[CH:22]=[CH:21][CH:20]=[C:19]([Cl:23])[C:16]=2[C:17]#[N:18])[CH2:12][CH2:13]1)([O:3][C:4]([CH3:7])([CH3:6])[CH3:5])=[O:2] |f:2.3.4|. Procedure details: To a solution of N-Boc-piperazine (2.02 g, 11.0 mmol) in DMSO (20 mL) was added 2-fluoro-6-chlorobenzonitrile (1.55 g, 10 mmol) and potassium carbonate (1.52 g, 11 mmol). The mixture was stirred at 80° C. for about 48 hours. The mixture was cooled to r.t. and diluted with diethyl ether (200 mL). The solution was washed with 1N HCl (2×20 mL), H2O (3×20 mL) and brine (20 mL) and then dried over sodium sulfate and concentrated to a yellow oil. Purification by flash chromatography (4:1 hexanes/ethyl...